From a dataset of the Open Reaction Database (ORD), a public repository of structured organic reaction records. describe an organic reaction: reactants, conditions, products, and yield Starting materials: C(C)(C)(C)OC(NC1(CCC1)C1=CC=C(C=C1)C1=C(OC2=CC=C(C=C2C1=O)F)C1=CC=CC=C1)=O ({1-[4-(6-fluoro-4-oxo-2-phenyl-4H-chromen-3-yl)-phenyl]-cyclobutyl}-carbamic acid tert-butyl ester), FC(OC=1N=CC=C2C1OC(=C(C2=O)I)C2=CC=CC=C2)F (8-difluoromethoxy-3-iodo-2-phenyl-pyrano[2,3-c]pyridin-4-one). The product is C(C)(C)(C)OC(NC1(CCC1)C1=CC=C(C=C1)C=1C(C=2C(=C(N=CC2)OC(F)F)OC1C1=CC=CC=C1)=O)=O ({1-[4-(8-Difluoromethoxy-4-oxo-2-phenyl-4H-pyrano[2,3-c]pyridin-3-yl)-phenyl]-cyclobutyl}-carbamic acid tert-butyl ester). Isolated yield 56.0%. Reaction SMILES: [C:1]([O:5][C:6](=[O:36])[NH:7][C:8]1([C:12]2[CH:17]=[CH:16][C:15](C3C(=O)C4C(=CC=C(F)C=4)OC=3C3C=CC=CC=3)=[CH:14][CH:13]=2)[CH2:11][CH2:10][CH2:9]1)([CH3:4])([CH3:3])[CH3:2].[F:37][CH:38]([F:58])[O:39][C:40]1[N:41]=[CH:42][CH:43]=[C:44]2[C:49](=[O:50])[C:48](I)=[C:47]([C:52]3[CH:57]=[CH:56][CH:55]=[CH:54][CH:53]=3)[O:46][C:45]=12>>[C:1]([O:5][C:6](=[O:36])[NH:7][C:8]1([C:12]2[CH:13]=[CH:14][C:15]([C:48]3[C:49](=[O:50])[C:44]4[C:45]([O:46][C:47]=3[C:52]3[CH:57]=[CH:56][CH:55]=[CH:54][CH:53]=3)=[C:40]([O:39][CH:38]([F:58])[F:37])[N:41]=[CH:42][CH:43]=4)=[CH:16][CH:17]=2)[CH2:9][CH2:10][CH2:11]1)([CH3:4])([CH3:2])[CH3:3]. Procedure: Following the procedure used to prepare {1-[4-(6-fluoro-4-oxo-2-phenyl-4H-chromen-3-yl)-phenyl]-cyclobutyl}-carbamic acid tert-butyl ester, 8-difluoromethoxy-3-iodo-2-phenyl-pyrano[2,3-c]pyridin-4-one was reacted to give the title compound as a colourless oil (24 mg, 56%). LCMS (Method A): RT=4.85 min, [M+H]+=535. Starting materials: NC(=O)CBr, COC(=O)C1CCC2C3CCC4CC=CCC4(C)C3C(NCCC(C)C)CC12C, CO, [O-][Cl+3]([O-])([O-])O, Cl, [Na+], [Na+], [Na+], C1CCOC1, [OH-], O, O=S([O-])S(=O)(=O)[O-]. Product: COC(=O)C1CCC2C3CCC4CC5OC5CC4(C)C3C(NCCC(C)C)CC12C. Reaction SMILES: [Br:30][CH2:31][C:32](=[O:33])[NH2:34].[CH3:1][CH:2]([CH2:3][CH2:4][NH:5][CH:6]1[CH:7]2[C:8]3([CH3:28])[CH2:9][CH:10]=[CH:11][CH2:12][CH:13]3[CH2:14][CH2:15][CH:16]2[CH:17]2[CH2:18][CH2:19][CH:20]([C:24](=[O:25])[O:26][CH3:27])[C:21]2([CH3:22])[CH2:23]1)[CH3:29].[CH3:58][OH:59].[Cl+3:35]([OH:36])([O-:37])([O-:38])[O-:39].[ClH:57].[Na+:47].[Na+:48].[Na+:50].[O:51]1[CH2:52][CH2:53][CH2:54][CH2:55]1.[OH-:49].[OH2:56].[S:40]([S:41]([O-:42])=[O:43])([O-:44])(=[O:45])=[O:46]>>[CH3:1][CH:2]([CH2:3][CH2:4][NH:5][CH:6]1[CH:7]2[C:8]3([CH3:28])[CH2:9][CH:10]4[CH:11]([CH2:12][CH:13]3[CH2:14][CH2:15][CH:16]2[CH:17]2[CH2:18][CH2:19][CH:20]([C:24](=[O:25])[O:26][CH3:27])[C:21]2([CH3:22])[CH2:23]1)[O:33]4)[CH3:29]. Reactants: BrC1=CC=C(C=C1)O (4-bromophenol), [H-].[Na+] (NaH), O (water), FC(CN1C(=NC=2C1=NC=CC2)S(=O)(=O)C)F (3-(2,2-difluoroethyl)-2-(methylsulfonyl)-3H-imidazo[4,5-b]pyridine). Run in CN(C)C=O (DMF). Conditions: time 30 minute. Yields the product BrC1=CC=C(OC2=NC=3C(=NC=CC3)N2CC(F)F)C=C1 (2-(4-Bromophenoxy)-3-(2,2-difluoroethyl)-3H-imidazo[4,5-b]pyridine). Yield: 79.4%. RXN SMILES: [Br:1][C:2]1[CH:7]=[CH:6][C:5]([OH:8])=[CH:4][CH:3]=1.[H-].[Na+].[F:11][CH:12]([F:27])[CH2:13][N:14]1[C:18]2=[N:19][CH:20]=[CH:21][CH:22]=[C:17]2[N:16]=[C:15]1S(C)(=O)=O.O>CN(C=O)C>[Br:1][C:2]1[CH:7]=[CH:6][C:5]([O:8][C:15]2[N:14]([CH2:13][CH:12]([F:11])[F:27])[C:18]3=[N:19][CH:20]=[CH:21][CH:22]=[C:17]3[N:16]=2)=[CH:4][CH:3]=1 |f:1.2|. Procedure: To a stirred solution of 4-bromophenol (238 mg) in DMF (4 mL) was added NaH (60% in oil, 55.1 mg) at room temperature. The mixture was stirred at room temperature for 30 min and then 3-(2,2-difluoroethyl)-2-(methylsulfonyl)-3H-imidazo[4,5-b]pyridine (360 mg) was added. The mixture was exposed to microwave irradiation at 180° C. for 30 min, treated with water, and extracted with AcOEt. The organic layer was dried over MgSO4 and concentrated under reduced pressure. The residue was purified by sili...